From a dataset of the Open Reaction Database (ORD), a public repository of structured organic reaction records. describe an organic reaction: reactants, conditions, products, and yield Reactants: CC#N, Clc1nc(Cl)nc(Cl)n1, [Na+], [OH-], O, O. Product: CNc1nc(Cl)nc(Cl)n1. Reaction SMILES: [CH3:13][C:14]#[N:15].[Cl:1][c:2]1[n:3][c:4]([Cl:5])[n:6][c:7]([Cl:8])[n:9]1.[Na+:12].[OH-:11].[OH2:10].[OH2:16]>>[c:2]1([NH:15][CH3:14])[n:3][c:4]([Cl:5])[n:6][c:7]([Cl:8])[n:9]1. Reactants: COC1=C(C=CC(=C1)N1C(C2=C(CC1)N=C(S2)C2=CC=C(C=C2)OC)=O)OC(C(C)(C)C)=O (2,2-dimethyl-propionic acid 2-methoxy-4-[2-(4-methoxy-phenyl)-4-oxo-6,7-dihydro-4H-thiazolo[5,4-c]pyridin-5-yl]-phenyl ester), C[O-].[Na+] (NaOMe). Run in C(C)O (ethanol). Reaction conditions: time 4 hour. Yields the product OC1=C(C=C(C=C1)N1C(C2=C(CC1)N=C(S2)C2=CC=C(C=C2)OC)=O)OC (5-(4-Hydroxy-3-methoxy-phenyl)-2-(4-methoxy-phenyl)-6,7-dihydro-5H-thiazolo[5,4-c]pyridin-4-one). The yield is 69.8%. RXN SMILES: [CH3:1][O:2][C:3]1[CH:8]=[C:7]([N:9]2[CH2:14][CH2:13][C:12]3[N:15]=[C:16]([C:18]4[CH:23]=[CH:22][C:21]([O:24][CH3:25])=[CH:20][CH:19]=4)[S:17][C:11]=3[C:10]2=[O:26])[CH:6]=[CH:5][C:4]=1[O:27]C(=O)C(C)(C)C.C[O-].[Na+]>C(O)C>[OH:27][C:4]1[CH:5]=[CH:6][C:7]([N:9]2[CH2:14][CH2:13][C:12]3[N:15]=[C:16]([C:18]4[CH:23]=[CH:22][C:21]([O:24][CH3:25])=[CH:20][CH:19]=4)[S:17][C:11]=3[C:10]2=[O:26])=[CH:8][C:3]=1[O:2][CH3:1] |f:1.2|. Procedure: Dissolve 2,2-dimethyl-propionic acid 2-methoxy-4-[2-(4-methoxy-phenyl)-4-oxo-6,7-dihydro-4H-thiazolo[5,4-c]pyridin-5-yl]-phenyl ester (749 mg, 1.61 mmol) in absolute ethanol (18 mL) and add NaOMe (183.1 mg, 6.44 mmol). Allow the reaction mixture to stir for 4 h at ambient temperature. Quench the reaction mixture with 1N HCl solution. to pH=7. Add a small amount of EtOAc (15 mL) and filter the solid precipitate via vacuum filtration to give the title compound as a yellow solid (430 mg, 70%). MS (... The reactants are C1(=CC=CC=C1)B(O)O (phenylboronic acid), BrC1=CC2=CC=C(C=C2C=C1)Br (2.6-dibromonaphthalene), C(OC)COC (dimethoxyethane), C([O-])([O-])=O.[Na+].[Na+] (sodium carbonate). Reagents/catalysts: C=1C=CC(=CC1)[P](C=2C=CC=CC2)(C=3C=CC=CC3)[Pd]([P](C=4C=CC=CC4)(C=5C=CC=CC5)C=6C=CC=CC6)([P](C=7C=CC=CC7)(C=8C=CC=CC8)C=9C=CC=CC9)[P](C=1C=CC=CC1)(C=1C=CC=CC1)C=1C=CC=CC1 (tetrakis(triphenylphosphine)palladium(0)). The solvent is O (water), C1(=CC=CC=C1)C (toluene), O (water). Conditions: temperature 78 celsius, time 24 hour. Product: BrC1=CC2=CC=C(C=C2C=C1)C1=CC=CC=C1 (2-bromo-6-phenyl naphthalene). The yield is 36.4%. As a reaction SMILES: [C:1]1(B(O)O)[CH:6]=[CH:5][CH:4]=[CH:3][CH:2]=1.Br[C:11]1[CH:20]=[CH:19][C:18]2[C:13](=[CH:14][CH:15]=[C:16]([Br:21])[CH:17]=2)[CH:12]=1.C(COC)OC.C(=O)([O-])[O-].[Na+].[Na+]>C1C=CC([P]([Pd]([P](C2C=CC=CC=2)(C2C=CC=CC=2)C2C=CC=CC=2)([P](C2C=CC=CC=2)(C2C=CC=CC=2)C2C=CC=CC=2)[P](C2C=CC=CC=2)(C2C=CC=CC=2)C2C=CC=CC=2)(C2C=CC=CC=2)C2C=CC=CC=2)=CC=1.O.C1(C)C=CC=CC=1>[Br:21][C:16]1[CH:15]=[CH:14][C:13]2[C:18](=[CH:19][CH:20]=[C:11]([C:1]3[CH:6]=[CH:5][CH:4]=[CH:3][CH:2]=3)[CH:12]=2)[CH:17]=1 |f:3.4.5,^1:37,39,58,77|. Procedure: Under an argon gas atmosphere, 128.0 g (1.049 mol) of phenylboronic acid, 300.0 g (1.163 mol) of 2.6-dibromonaphthalene, 24.2 g (21.0 mmol) of tetrakis(triphenylphosphine)palladium(0), 4.3 L of dimethoxyethane and 1.60 L of 2M sodium carbonate solution were mixed, and stirred for 24 hours at 78 degrees C. The reaction mixture was further added with toluene and water, and then aqueous phase thereof was eliminated. After organic phase thereof was cleansed by water and dried with magnesium sulfate,...